From a dataset of the Open Reaction Database (ORD), a public repository of structured organic reaction records. describe an organic reaction: reactants, conditions, products, and yield The reactants are N1(CCC1)C1=NC2=C(N1)C=CC=C2 (2-(azetidin-1-yl)-1H-benzo[d]imidazole), BrCC1=CC2=C(/C(/C3=C(OC2)C=C(C=C3)F)=C(\C#N)/C)C=C1 ((E)-2-[8-(bromomethyl)-3-fluorodibenzo[b,e]oxepin-11(6H)-ylidene]propanenitrile). Product: N1(CCC1)C1=NC2=C(N1CC1=CC3=C(/C(/C4=C(OC3)C=C(C=C4)F)=C(\C#N)/C)C=C1)C=CC=C2 ((E)-2-(8-{[2-(azetidin-1-yl)-1H-benzo[d]imidazol-1-yl]methyl}-3-fluorodibenzo[b,e]oxepin-11(6H)-ylidene)propanenitrile). Yield: 58.9%. RXN SMILES: [N:1]1([C:5]2[NH:9][C:8]3[CH:10]=[CH:11][CH:12]=[CH:13][C:7]=3[N:6]=2)[CH2:4][CH2:3][CH2:2]1.Br[CH2:15][C:16]1[CH:35]=[CH:34][C:19]2/[C:20](=[C:30](/[CH3:33])\[C:31]#[N:32])/[C:21]3[CH:28]=[CH:27][C:26]([F:29])=[CH:25][C:22]=3[O:23][CH2:24][C:18]=2[CH:17]=1>>[N:1]1([C:5]2[N:6]([CH2:15][C:16]3[CH:35]=[CH:34][C:19]4/[C:20](=[C:30](/[CH3:33])\[C:31]#[N:32])/[C:21]5[CH:28]=[CH:27][C:26]([F:29])=[CH:25][C:22]=5[O:23][CH2:24][C:18]=4[CH:17]=3)[C:7]3[CH:13]=[CH:12][CH:11]=[CH:10][C:8]=3[N:9]=2)[CH2:4][CH2:3][CH2:2]1. Reported procedure: [step 2] Using 2-(azetidin-1-yl)-1H-benzo[d]imidazole (40 mg, 0.23 mmol) obtained in step 1 and (E)-2-[8-(bromomethyl)-3-fluorodibenzo[b,e]oxepin-11(6H)-ylidene]propanenitrile (84 mg, 0.24 mmol) obtained in Reference Example 1, and in the same manner as in Reference Example 1A, the title compound (61 mg, 59%) was obtained. Reactants: Cl.FC=1C=CC2=C(N=C(C3=C(N2)C=CC(=C3)C(F)(F)F)N)C1 (8-fluoro-2-trifluoromethyl-5H-dibenzo[b,e][1,4]diazepin-11-ylamine hydrochloride), C(C)(C)N(CC)C(C)C (diisopropylethylamine), FC1=CC=C(C=C1)CCC1NCCNC1 (2-[2-(4-fluoro-phenyl)-ethyl]-piperazine). The solvent is C(C)(=O)OCC (ethyl acetate), CN1C(CCC1)=O (1-methyl-2-pyrrolidinone). Conditions: temperature 195 celsius, time 30 minute. Product: FC=1C=CC2=C(N=C(C3=C(N2)C=CC(=C3)C(F)(F)F)N3CC(NCC3)CCC3=CC=C(C=C3)F)C1 (8-Fluoro-11-{3-[2-(4-fluoro-phenyl)-ethyl]-piperazin-1-yl}-2-trifluoromethyl-5H-dibenzo[b,e][1,4]diazepine). Isolated yield 28.3%. RXN SMILES: Cl.[F:2][C:3]1[CH:4]=[CH:5][C:6]2[NH:12][C:11]3[CH:13]=[CH:14][C:15]([C:17]([F:20])([F:19])[F:18])=[CH:16][C:10]=3[C:9]([NH2:21])=[N:8][C:7]=2[CH:22]=1.C(N(C(C)C)CC)(C)C.[F:32][C:33]1[CH:38]=[CH:37][C:36]([CH2:39][CH2:40][CH:41]2[CH2:46]N[CH2:44][CH2:43][NH:42]2)=[CH:35][CH:34]=1>CN1CCCC1=O.C(OCC)(=O)C>[F:2][C:3]1[CH:4]=[CH:5][C:6]2[NH:12][C:11]3[CH:13]=[CH:14][C:15]([C:17]([F:18])([F:20])[F:19])=[CH:16][C:10]=3[C:9]([N:21]3[CH2:44][CH2:43][NH:42][CH:41]([CH2:40][CH2:39][C:36]4[CH:37]=[CH:38][C:33]([F:32])=[CH:34][CH:35]=4)[CH2:46]3)=[N:8][C:7]=2[CH:22]=1 |f:0.1|. Reported procedure: Heat a solution of 8-fluoro-2-trifluoromethyl-5H-dibenzo[b,e][1,4]diazepin-11-ylamine hydrochloride (0.2 g, 0.60 mmol) and diisopropylethylamine (0.086 g, 0.66 mmol) in 1-methyl-2-pyrrolidinone (4 mL) to 60° C. After 30 minutes, add 2-[2-(4-fluoro-phenyl)-ethyl]-piperazine (0.38 g, 1.81 mmol) and heat the reaction mixture to 195° C. for 16 hours. Cool reaction mixture to ambient temperature. Dilute with of ethyl acetate (50 ml) and wash twice with saturated aqueous sodium chloride then twice wit... Starting materials: NC1=CC=C(C=C1)CC(=O)OCC (ethyl 4-aminophenylacetate), C1(=CC=CC=C1)S(=O)(=O)Cl (benzenesulfonyl chloride), [OH-].[Na+] (sodium hydroxide), S(=O)(=O)(O)[O-].[K+] (potassium hydrogensulfate). Run in O (water), CN(C(C)=O)C (N,N-dimethylacetamide), O (Water), O1CCCC1 (tetrahydrofuran), C(C)O (ethanol). Reaction conditions: time 2 hour. Product: C1(=CC=CC=C1)S(=O)(=O)NC1=CC=C(C=C1)CC(=O)O (4-benzenesulfonylaminophenylacetic acid). The yield is 62.6%. Reaction SMILES: [NH2:1][C:2]1[CH:7]=[CH:6][C:5]([CH2:8][C:9]([O:11]CC)=[O:10])=[CH:4][CH:3]=1.[C:14]1([S:20](Cl)(=[O:22])=[O:21])[CH:19]=[CH:18][CH:17]=[CH:16][CH:15]=1.[OH-].[Na+].S([O-])(O)(=O)=O.[K+]>O1CCCC1.C(O)C.O.CN(C)C(=O)C>[C:14]1([S:20]([NH:1][C:2]2[CH:3]=[CH:4][C:5]([CH2:8][C:9]([OH:11])=[O:10])=[CH:6][CH:7]=2)(=[O:22])=[O:21])[CH:19]=[CH:18][CH:17]=[CH:16][CH:15]=1 |f:2.3,4.5|. Procedure: A mixture of ethyl 4-aminophenylacetate (3.0 g, 17 mmols), benzenesulfonyl chloride (3.0 g, 17 mmols) and N,N-dimethylacetamide (30 ml) was stirred at room temperature for 2 hours. The reaction mixture was cooled, poured into water, and extracted with ethyl acetate. The extract was washed with water and brine, and then dried with anhydrous magnesium sulfate. This was concentrated under reduced pressure. A 1 N sodium hydroxide solution (50 ml, 50 mmols) was added to a solution of the residue in t...